This data is from the Open Reaction Database (ORD), a public repository of structured organic reaction records. The task is: describe an organic reaction: reactants, conditions, products, and yield The reactants are FC1=CC=C(C=C1)B(O)O (4-fluorophenyl boronic acid), BrC=1C(=NC=CC1)Cl (3-bromo-2-chloropyridine), C(=O)([O-])[O-].[Na+].[Na+] (Na2CO3), ClC1=NC=CC=C1C=1C=C2C=NNC2=CC1 (5-(2-chloropyridin-3-yl)-1H-indazole), ClC1=NC=CC=C1C=1C=C2C=NNC2=CC1 (5-(2-chloropyridin-3-yl)-1H-indazole). Reagents/catalysts: C=1C=CC(=CC1)[P](C=2C=CC=CC2)(C=3C=CC=CC3)[Pd]([P](C=4C=CC=CC4)(C=5C=CC=CC5)C=6C=CC=CC6)([P](C=7C=CC=CC7)(C=8C=CC=CC8)C=9C=CC=CC9)[P](C=1C=CC=CC1)(C=1C=CC=CC1)C=1C=CC=CC1 (Pd(PPh3)4). The solvent is O1CCOCC1 (1,4-dioxane). Yields the product ClC1=NC=CC=C1C1=CC=C(C=C1)F (2-Chloro-3-(4-fluorophenyl)pyridine), solid. Isolated yield 16.0%. RXN SMILES: [Cl:1][C:2]1[C:7]([C:8]2[CH:9]=[C:10]3[C:14](=[CH:15][CH:16]=2)NN=C3)=[CH:6][CH:5]=[CH:4][N:3]=1.[F:17]C1C=CC(B(O)O)=CC=1.BrC1C(Cl)=NC=CC=1.C([O-])([O-])=O.[Na+].[Na+]>O1CCOCC1.C1C=CC([P]([Pd]([P](C2C=CC=CC=2)(C2C=CC=CC=2)C2C=CC=CC=2)([P](C2C=CC=CC=2)(C2C=CC=CC=2)C2C=CC=CC=2)[P](C2C=CC=CC=2)(C2C=CC=CC=2)C2C=CC=CC=2)(C2C=CC=CC=2)C2C=CC=CC=2)=CC=1>[Cl:1][C:2]1[C:7]([C:8]2[CH:9]=[CH:10][C:14]([F:17])=[CH:15][CH:16]=2)=[CH:6][CH:5]=[CH:4][N:3]=1 |f:3.4.5,^1:50,52,71,90|. Procedure details: 2-Chloro-3-(4-fluorophenyl)pyridine was synthesized analogous to the reaction conditions used in the preparation of 5-(2-chloropyridin-3-yl)-1H-indazole by heating the mixture of 4-fluorophenyl boronic acid (3.0 g, 21.4 mmol), 3-bromo-2-chloropyridine (4.9 g, 25.7 mmol), Pd(PPh3)4 (1.6 g, 1.3 mmol) and 2M aq. Na2CO3 (25 mL, 50 mmol) in 1,4-dioxane (125 mL) under argon atmosphere for 12 h. LC/MS indicated three products with MH+ 208, 254 and 268. Upon work-up of the reaction mixture, as discussed... Reactants: CC(=O)O, CCCCCC, ClCCCl, Nc1ccc(CO)cc1, O=Cc1nc(-c2ccccc2)cs1. Product: OCc1ccc(N=Cc2nc(-c3ccccc3)cs2)cc1. Reaction SMILES: [CH3:23][C:24](=[O:25])[OH:26].[CH3:31][CH2:32][CH2:33][CH2:34][CH2:35][CH3:36].[Cl:27][CH2:28][CH2:29][Cl:30].[NH2:14][c:15]1[cH:16][cH:17][c:18]([CH2:21][OH:22])[cH:19][cH:20]1.[c:1]1(-[c:7]2[n:8][c:9]([CH:12]=[O:13])[s:10][cH:11]2)[cH:2][cH:3][cH:4][cH:5][cH:6]1>>[c:1]1(-[c:7]2[n:8][c:9]([CH:12]=[N:14][c:15]3[cH:16][cH:17][c:18]([CH2:21][OH:22])[cH:19][cH:20]3)[s:10][cH:11]2)[cH:2][cH:3][cH:4][cH:5][cH:6]1. Starting materials: NC1=CC=CC2=CC=CC(=C12)N (1,8-diaminonaphthalene), CC(C)CC(C(CC(CC)C)C)=O (2,5,7-trimethyl-4-nonanone), O (water), C(C(C)C)O (isobutanol), C(=O)([O-])[O-].[K+].[K+] (K2CO3). The solvent is C(C)(=O)O (acetic acid), CCCCCC.C(C)OCC (hexane diethylether). Product: C(C(C)C)C1(NC=2C=CC=C3C=CC=C(N1)C23)CC(CC(C)C)C (2-isobutyl-2(2,4-dimethylpentyl)-2,3-dihydroperimidine). The yield is 36.4%. RXN SMILES: [NH2:1][C:2]1[C:11]2[C:6](=[CH:7][CH:8]=[CH:9][C:10]=2[NH2:12])[CH:5]=[CH:4][CH:3]=1.CC([CH2:16][C:17](=O)[CH:18]([CH3:24])[CH2:19][CH:20]([CH3:23])[CH2:21]C)C.O.C([O-])([O-])=O.[K+].[K+].[CH2:33](O)[CH:34]([CH3:36])[CH3:35]>CCCCCC.C(OCC)C.C(O)(=O)C>[CH2:33]([C:16]1([CH2:17][CH:18]([CH3:24])[CH2:19][CH:20]([CH3:23])[CH3:21])[NH:12][C:10]2[C:11]3[C:6]([CH:7]=[CH:8][CH:9]=2)=[CH:5][CH:4]=[CH:3][C:2]=3[NH:1]1)[CH:34]([CH3:36])[CH3:35] |f:3.4.5,7.8|. Procedure details: 15.8 g (0.1 mole) of 1,8-diaminonaphthalene and 16.0 g (0.1 mole) of 2,5,7-trimethyl-4-nonanone were dissolved in a mixture of 52 g of isobutanol, 24 g of water and 9 g of acetic acid and heated under reflux for 11 hours. After cooling, the solution was neutralized with 3.0 g of K2CO3. The organic layer was separated from the aqueous layer and filtered. The filtrate was evaporated in vacuo yielding a dark oily residue, which was thereafter dissolved in 2:1 hexane-diethylether and the solution fi... Starting materials: N1=CC=CC=C1 (pyridine), C(C)(=O)N1N=C(N=C1N)S(=O)(=O)NC1=C(C=CC=C1Cl)Cl (1-acetyl-5-amino-N-(2,6-dichlorophenyl)-1,2,4-triazole-3-sulphonamide), Cl (hydrochloric acid). Run in [OH-].[Na+] (sodium hydroxide). Conditions: time 10 minute. Product: NC1=NC(=NN1)S(=O)(=O)NC1=C(C=CC=C1Cl)Cl (5-Amino-N-(2,6-dichlorophenyl)-1,2,4-triazole-3-sulphonamide). RXN SMILES: N1C=CC=CC=1.C([N:10]1[C:14]([NH2:15])=[N:13][C:12]([S:16]([NH:19][C:20]2[C:25]([Cl:26])=[CH:24][CH:23]=[CH:22][C:21]=2[Cl:27])(=[O:18])=[O:17])=[N:11]1)(=O)C.Cl>[OH-].[Na+]>[NH2:15][C:14]1[NH:10][N:11]=[C:12]([S:16]([NH:19][C:20]2[C:25]([Cl:26])=[CH:24][CH:23]=[CH:22][C:21]=2[Cl:27])(=[O:18])=[O:17])[N:13]=1 |f:3.4|. Reported procedure: 53.6 g (0.12 mol) of the pyridine salt of 1-acetyl-5-amino-N-(2,6-dichlorophenyl)-1,2,4-triazole-3-sulphonamide was dissolved in 200 ml 2N aqueous sodium hydroxide and stirred at room temperature for 10 minutes. With ice cooling it was brought to pH 5 with 2N hydrochloric acid. The crystals were separated, washed with a small amount of water and ether and dried in vacuo. Starting materials: ClC=1C=C(C#N)C=C(C1N1N=C2C(C(=NC=C2)Cl)=C1)Cl (3,5-dichloro-4-(4-chloropyrazolo[4,3-c]pyridin-2-yl)benzonitrile), NC1=CC(=NC=N1)NC(=O)C1CC1 (cyclopropanecarboxylic acid (6-amino-pyrimidin-4-yl)-amide), CC1(C2=C(C(=CC=C2)P(C3=CC=CC=C3)C4=CC=CC=C4)OC5=C(C=CC=C51)P(C6=CC=CC=C6)C7=CC=CC=C7)C (Xantphos), C([O-])([O-])=O.[Cs+].[Cs+] (cesium carbonate). The reagents and catalysts are C=1C=CC(=CC1)/C=C/C(=O)/C=C/C2=CC=CC=C2.C=1C=CC(=CC1)/C=C/C(=O)/C=C/C2=CC=CC=C2.C=1C=CC(=CC1)/C=C/C(=O)/C=C/C2=CC=CC=C2.[Pd].[Pd] (Pd2(dba)3). Run in O (water), C(C)#N (acetonitrile), O1CCOCC1 (dioxane). Yields the product [OH-].[NH4+] (ammonium hydroxide), ClC1=C(C(=CC(=C1)C#N)Cl)N1N=C2C(C(=NC=C2)NC2=CC(=NC=N2)NC(=O)C2CC2)=C1 (Cyclopropanecarboxylic acid {6-[2-(2,6-dichloro-4-cyanophenyl)-2H-pyrazolo[4,3-c]pyridin-4-ylamino]-pyrimidin-4-yl}-amide). The yield is 51.4%. Reaction SMILES: [Cl:1][C:2]1[CH:3]=[C:4]([CH:7]=[C:8]([Cl:20])[C:9]=1[N:10]1[CH:19]=[C:13]2[C:14](Cl)=[N:15][CH:16]=[CH:17][C:12]2=[N:11]1)[C:5]#[N:6].[NH2:21][C:22]1[N:27]=[CH:26][N:25]=[C:24]([NH:28][C:29]([CH:31]2[CH2:33][CH2:32]2)=[O:30])[CH:23]=1.CC1(C)C2C(=C(P(C3C=CC=CC=3)C3C=CC=CC=3)C=CC=2)OC2C(P(C3C=CC=CC=3)C3C=CC=CC=3)=CC=CC1=2.C(=O)([O-])[O-].[Cs+].[Cs+]>O1CCOCC1.O.C1C=CC(/C=C/C(/C=C/C2C=CC=CC=2)=O)=CC=1.C1C=CC(/C=C/C(/C=C/C2C=CC=CC=2)=O)=CC=1.C1C=CC(/C=C/C(/C=C/C2C=CC=CC=2)=O)=CC=1.[Pd].[Pd].C(#N)C>[OH-:30].[NH4+:6].[Cl:1][C:2]1[CH:3]=[C:4]([C:5]#[N:6])[CH:7]=[C:8]([Cl:20])[C:9]=1[N:10]1[CH:19]=[C:13]2[C:14]([NH:21][C:22]3[N:27]=[CH:26][N:25]=[C:24]([NH:28][C:29]([CH:31]4[CH2:32][CH2:33]4)=[O:30])[CH:23]=3)=[N:15][CH:16]=[CH:17][C:12]2=[N:11]1 |f:3.4.5,8.9.10.11.12,14.15|. Procedure details: A suspension of 3,5-dichloro-4-(4-chloropyrazolo[4,3-c]pyridin-2-yl)benzonitrile (132 mg, 0.41 mmol), cyclopropanecarboxylic acid (6-amino-pyrimidin-4-yl)-amide (80 mg, 0.45 mmol), Pd2(dba)3 (19 mg, 0.02 mmol), Xantphos (24 mg, 0.04 mmol) and cesium carbonate (266 mg, 0.82 mmol) in dioxane (2 mL) was sealed in a microwave vial after degassing with nitrogen. The mixture was irradiated at 150° C. for 30 minutes in the microwave and then cooled to room temperature. The reaction mixture was partitio... Reactants: CCOC(=O)CN(CCC=O)C(=O)OCc1ccccc1, ClCCl, CC(N)c1ccccc1. Yields the product CCOC(=O)CN(CCC=NC(C)c1ccccc1)C(=O)OCc1ccccc1. RXN SMILES: [CH2:1]([CH3:2])[O:3][C:4]([CH2:5][N:6]([CH2:7][CH2:8][CH:9]=[O:10])[C:11](=[O:12])[O:13][CH2:14][c:15]1[cH:16][cH:17][cH:18][cH:19][cH:20]1)=[O:21].[Cl:31][CH2:32][Cl:33].[c:22]1([CH:28]([CH3:29])[NH2:30])[cH:23][cH:24][cH:25][cH:26][cH:27]1>>[CH2:1]([CH3:2])[O:3][C:4]([CH2:5][N:6]([CH2:7][CH2:8][CH:9]=[N:30][CH:28]([c:22]1[cH:23][cH:24][cH:25][cH:26][cH:27]1)[CH3:29])[C:11](=[O:12])[O:13][CH2:14][c:15]1[cH:16][cH:17][cH:18][cH:19][cH:20]1)=[O:21]. Starting materials: C1CCOC1, COC(=O)C(NC(=O)OC12CC3CC(CC(C3)C1)C2)C(C)(C)C, CO, [Li+], [OH-], O, O. The product is CC(C)(C)C(NC(=O)OC12CC3CC(CC(C3)C1)C2)C(=O)O. As a reaction SMILES: [CH2:27]1[O:28][CH2:29][CH2:30][CH2:31]1.[CH3:1][O:2][C:3]([CH:4]([C:5]([CH3:6])([CH3:7])[CH3:8])[NH:9][C:10](=[O:11])[O:12][C:13]12[CH2:14][CH:15]3[CH2:16][CH:17]([CH2:18][CH:19]([CH2:20]1)[CH2:21]3)[CH2:22]2)=[O:23].[CH3:32][OH:33].[Li+:26].[OH-:25].[OH2:24].[OH2:34]>>[O:2]=[C:3]([CH:4]([C:5]([CH3:6])([CH3:7])[CH3:8])[NH:9][C:10](=[O:11])[O:12][C:13]12[CH2:14][CH:15]3[CH2:16][CH:17]([CH2:18][CH:19]([CH2:20]1)[CH2:21]3)[CH2:22]2)[OH:23]. Reactants: CN1CCN(c2nc3c(cc2F)c(=O)n(O)c(=O)n3C2CC2)CC1, Cl. Product: O=c1c2cc(F)c(N3CCCC3)nc2n(C2CC2)c(=O)n1O. Reaction SMILES: [CH:1]1([n:4]2[c:5](=[O:24])[n:6]([OH:23])[c:7](=[O:22])[c:8]3[c:9]2[n:10][c:11]([N:15]2[CH2:16][CH2:17][N:18]([CH3:21])[CH2:19][CH2:20]2)[c:12]([F:14])[cH:13]3)[CH2:2][CH2:3]1.[ClH:25]>>[CH:1]1([n:4]2[c:5](=[O:24])[n:6]([OH:23])[c:7](=[O:22])[c:8]3[c:9]2[n:10][c:11]([N:15]2[CH2:16][CH2:17][CH2:19][CH2:20]2)[c:12]([F:14])[cH:13]3)[CH2:2][CH2:3]1. Reactants: NC1=NC(=C2NC=NC2=N1)N (2,6-diaminopurine), C([O-])([O-])=O.[K+].[K+] (potassium carbonate), BrCCCl (1-bromo-2-chloroethane). Solvent: CN(C)C=O (DMF). Reaction conditions: time 64 hour. Product: ClCCN1C2=NC(=NC(=C2N=C1)N)N (9-(2-chloroethyl)-2,6-diamino-purine). Yield: 72.0%. As a reaction SMILES: [NH2:1][C:2]1[N:10]=[C:9]2[C:5]([NH:6][CH:7]=[N:8]2)=[C:4]([NH2:11])[N:3]=1.C(=O)([O-])[O-].[K+].[K+].Br[CH2:19][CH2:20][Cl:21]>CN(C=O)C>[Cl:21][CH2:20][CH2:19][N:8]1[CH:7]=[N:6][C:5]2[C:9]1=[N:10][C:2]([NH2:1])=[N:3][C:4]=2[NH2:11] |f:1.2.3|. Procedure details: 10 g (66.6 mmol) 2,6-diaminopurine were suspended under argon in 300 ml DMF and 21.6 g (156.5 mmol) potassium carbonate and 24 ml 1-bromo-2-chloroethane were added. The mixture was stirred for 64 hours at room temperature. The light yellow suspension was filtered and the solids were washed with 30 ml DMF and subsequently triturated with 100 ml water for 30 minutes. The mixture was filtered and the solids were washed with 50 ml water and dried in vacuo to give 10.15 g (72%) of the desired product... Reactants: C(#N)C=1C=C2C3C(C(OC2=CC1)(C)C)O3 (6-cyano-2,2-dimethyl-3,4-epoxychroman), ClC1=CC=C(C=C1)S (parachlorothiophenol), methanolic solution, [OH-].C(C1=CC=CC=C1)[N+](C)(C)C (benzyltrimethylammonium hydroxide). Run in O1CCOCC1 (dioxane). Product: ClC1=CC=C(C=C1)S[C@H]1[C@@H](C(OC2=CC=C(C=C12)C#N)(C)C)O (Trans-4-(4-chlorophenylthio)-6-cyano-2,2-dimethyl-3-hydroxychroman). RXN SMILES: [C:1]([C:3]1[CH:4]=[C:5]2[C:10](=[CH:11][CH:12]=1)[O:9][C:8]([CH3:14])([CH3:13])[CH:7]1[O:15][CH:6]21)#[N:2].[Cl:16][C:17]1[CH:22]=[CH:21][C:20]([SH:23])=[CH:19][CH:18]=1.[OH-].C([N+](C)(C)C)C1C=CC=CC=1>O1CCOCC1>[Cl:16][C:17]1[CH:22]=[CH:21][C:20]([S:23][C@@H:6]2[C:5]3[C:10](=[CH:11][CH:12]=[C:3]([C:1]#[N:2])[CH:4]=3)[O:9][C:8]([CH3:14])([CH3:13])[C@H:7]2[OH:15])=[CH:19][CH:18]=1 |f:2.3|. Procedure details: A mixture of 2 g of 6-cyano-2,2-dimethyl-3,4-epoxychroman and 1.8 g of parachlorothiophenol in 15 ml of dioxane and 0.3 ml of a 35% methanolic solution of benzyltrimethylammonium hydroxide is refluxed for 5 hours.